From a dataset of the Open Reaction Database (ORD), a public repository of structured organic reaction records. describe an organic reaction: reactants, conditions, products, and yield As a reaction SMILES: [CH2:35]([CH:36]([CH3:37])[CH3:38])[NH2:39].[CH2:40]1[O:41][CH2:42][CH2:43][O:44][CH2:45]1.[Cl:1][c:2]1[n:3][cH:4][cH:5][c:6](-[c:8]2[c:9](-[c:19]3[c:20]([F:34])[c:21]([NH:25][S:26](=[O:27])(=[O:28])[c:29]4[cH:30][o:31][cH:32][cH:33]4)[cH:22][cH:23][cH:24]3)[n:10][c:11]([CH:13]3[CH2:14][CH2:15][O:16][CH2:17][CH2:18]3)[s:12]2)[n:7]1>>[c:2]1([NH:39][CH2:35][CH:36]([CH3:37])[CH3:38])[n:3][cH:4][cH:5][c:6](-[c:8]2[c:9](-[c:19]3[c:20]([F:34])[c:21]([NH:25][S:26](=[O:27])(=[O:28])[c:29]4[cH:30][o:31][cH:32][cH:33]4)[cH:22][cH:23][cH:24]3)[n:10][c:11]([CH:13]3[CH2:14][CH2:15][O:16][CH2:17][CH2:18]3)[s:12]2)[n:7]1. The reactants are CC(C)CN, C1COCCO1, O=S(=O)(Nc1cccc(-c2nc(C3CCOCC3)sc2-c2ccnc(Cl)n2)c1F)c1ccoc1. Yields the product CC(C)CNc1nccc(-c2sc(C3CCOCC3)nc2-c2cccc(NS(=O)(=O)c3ccoc3)c2F)n1. The reactants are CI, CC(C)=O, CC(=O)Nc1ccnc(Cl)c1, [K+], [OH-]. Product: CC(=O)N(C)c1ccnc(Cl)c1. Reaction SMILES: [CH3:14][I:15].[CH3:16][C:17](=[O:18])[CH3:19].[Cl:1][c:2]1[n:3][cH:4][cH:5][c:6]([NH:8][C:9]([CH3:10])=[O:11])[cH:7]1.[K+:13].[OH-:12]>>[Cl:1][c:2]1[n:3][cH:4][cH:5][c:6]([N:8]([C:9]([CH3:10])=[O:11])[CH3:14])[cH:7]1. Starting materials: C(C)(C)(C)OC(=O)N1CCC(CC1)C1CC=2C(=CN=C(C2)Cl)O1 (4-(5-chloro-2,3-dihydro-furo[2,3-c]pyridin-2-yl)-piperidine-1-carboxylic acid tert-butyl ester), CN1N=CC(=C1)B1OC(C(O1)(C)C)(C)C (1-methyl-4-(4,4,5,5-tetramethyl-[1,3,2]dioxaborolan-2-yl)-1H-pyrazole). Yields the product C(C)(C)(C)OC(=O)N1CCC(CC1)C1CC=2C(=CN=C(C2)C=2C=NN(C2)C)O1 (4-[5-(1-Methyl-1H-pyrazol-4-yl)-2,3-dihydro-furo[2,3-c]pyridin-2-yl]-piperidine-1-carboxylic acid tert-butyl ester). RXN SMILES: [C:1]([O:5][C:6]([N:8]1[CH2:13][CH2:12][CH:11]([CH:14]2[O:23][C:17]3=[CH:18][N:19]=[C:20](Cl)[CH:21]=[C:16]3[CH2:15]2)[CH2:10][CH2:9]1)=[O:7])([CH3:4])([CH3:3])[CH3:2].[CH3:24][N:25]1[CH:29]=[C:28](B2OC(C)(C)C(C)(C)O2)[CH:27]=[N:26]1>>[C:1]([O:5][C:6]([N:8]1[CH2:13][CH2:12][CH:11]([CH:14]2[O:23][C:17]3=[CH:18][N:19]=[C:20]([C:28]4[CH:27]=[N:26][N:25]([CH3:24])[CH:29]=4)[CH:21]=[C:16]3[CH2:15]2)[CH2:10][CH2:9]1)=[O:7])([CH3:4])([CH3:3])[CH3:2]. Procedure details: The title compound is prepared from 4-(5-chloro-2,3-dihydro-furo[2,3-c]pyridin-2-yl)-piperidine-1-carboxylic acid tert-butyl ester and 1-methyl-4-(4,4,5,5-tetramethyl-[1,3,2]dioxaborolan-2-yl)-1H-pyrazole following a procedure analogous to that described in Example 28. LC (method 7): tR=1.11 min; Mass spectrum (ESI+): m/z=385 [M+H]+.